This data is from the Open Reaction Database (ORD), a public repository of structured organic reaction records. The task is: describe an organic reaction: reactants, conditions, products, and yield Isolated yield 98.5%. The solvent is CO (MeOH), CO (methanol). The product is N1(CCOCC1)C1=CC=C(C(=O)NC=2C3=C(NN2)C=C(S3)C(=O)O)C=C1 (3-[(4-morpholin-4-ylbenzoyl)amino]-1H-thieno[3,2-c]pyrazole-5-carboxylic acid). Run at temperature 50 celsius. Procedure details: A mixture of methyl 3-[(4-morpholin-4-ylbenzoyl)amino]-1H-thieno[3,2-c]pyrazole-5-carboxylate (2.3 g, 6 mmol) and aqueous sodium hydroxide (12.5 ml of a 2N solution)in MeOH (50 ml) was heated for 8 h at 50° C. After cooling the methanol was removed by evaporation under reduced pressure, water (5 ml) was added, and the pH was adjusted at 7 by adding aqueous hydrochloric acid. The precipitate was separated by filtration, washed with water and ethyl ether, and dryed at 50° C. under vacuum. 2.2 g of... Reactants: N1(CCOCC1)C1=CC=C(C(=O)NC=2C3=C(NN2)C=C(S3)C(=O)OC)C=C1 (methyl 3-[(4-morpholin-4-ylbenzoyl)amino]-1H-thieno[3,2-c]pyrazole-5-carboxylate), [OH-].[Na+] (sodium hydroxide). RXN SMILES: [N:1]1([C:7]2[CH:27]=[CH:26][C:10]([C:11]([NH:13][C:14]3[C:15]4[S:21][C:20]([C:22]([O:24]C)=[O:23])=[CH:19][C:16]=4[NH:17][N:18]=3)=[O:12])=[CH:9][CH:8]=2)[CH2:6][CH2:5][O:4][CH2:3][CH2:2]1.[OH-].[Na+]>CO>[N:1]1([C:7]2[CH:27]=[CH:26][C:10]([C:11]([NH:13][C:14]3[C:15]4[S:21][C:20]([C:22]([OH:24])=[O:23])=[CH:19][C:16]=4[NH:17][N:18]=3)=[O:12])=[CH:9][CH:8]=2)[CH2:6][CH2:5][O:4][CH2:3][CH2:2]1 |f:1.2|. As a reaction SMILES: [CH2:1]([O:3][C:4](=[O:13])[CH:5]([CH3:12])[O:6][CH2:7][CH2:8][CH2:9][CH2:10]I)[CH3:2].[Br:14]CCCCBr.[H-].[Na+]>C1COCC1>[CH2:1]([O:3][C:4](=[O:13])[CH:5]([CH3:12])[O:6][CH2:7][CH2:8][CH2:9][CH2:10][Br:14])[CH3:2] |f:2.3|. Reported procedure: The lactic acid ethyl ester and 1,4-dibromo-butane were reacted in THF in the presence of NaH to obtain 7-bromo-2-methyl-3-oxaheptanoic acid ethyl ester and subsequently, the exchange of bromine and iodine was carried out, as described in 4 (d). Boiling point2.3 : 120° - 123° C. Product: C(C)OC(C(OCCCCBr)C)=O (7-bromo-2-methyl-3-oxaheptanoic acid ethyl ester). Reactants: C(C)OC(C(OCCCCI)C)=O (7-iodo-2-methyl-3-oxaheptanoic acid ethyl ester), BrCCCCBr (1,4-dibromo-butane), [H-].[Na+] (NaH). Run in C1CCOC1 (THF).